Dataset: the Open Reaction Database (ORD), a public repository of structured organic reaction records. Task: describe an organic reaction: reactants, conditions, products, and yield Reactants: CC(=O)[O-], CC(=O)OC(C)=O, O=C1OC(=O)c2cc(Oc3ccc(C(F)(F)F)cc3Cl)ccc21, [K+], [K+], [OH-], O. The product is CC1(O)OC(=O)c2ccc(Oc3ccc(C(F)(F)F)cc3Cl)cc21. As a reaction SMILES: [CH3:25][C:26](=[O:27])[O-:28].[CH3:29][C:30]([O:31][C:32](=[O:33])[CH3:34])=[O:35].[Cl:1][c:2]1[c:3]([O:4][c:5]2[cH:6][cH:7][c:8]3[c:9]([cH:15]2)[C:10](=[O:11])[O:12][C:13]3=[O:14])[cH:16][cH:17][c:18]([C:20]([F:21])([F:22])[F:23])[cH:19]1.[K+:24].[K+:37].[OH-:36].[OH2:38]>>[Cl:1][c:2]1[c:3]([O:4][c:5]2[cH:6][cH:7][c:8]3[c:9]([cH:15]2)[C:10]([OH:11])([CH3:25])[O:12][C:13]3=[O:14])[cH:16][cH:17][c:18]([C:20]([F:21])([F:22])[F:23])[cH:19]1. Reactants: COC(=O)c1cccc(C(=O)[O-])c1, CCN=C=NCCCN(C)C, ClCCl, CNC, CN1CCOCC1, Cl, Cl, On1nnc2ccccc21. Product: COC(=O)c1cccc(C(=O)N(C)C)c1. RXN SMILES: [C:1]([c:2]1[cH:3][c:4]([C:5](=[O:6])[O-:7])[cH:8][cH:9][cH:10]1)(=[O:11])[O:12][CH3:13].[CH2:29]([N:30]=[C:31]=[N:32][CH2:33][CH2:34][CH2:35][N:36]([CH3:37])[CH3:38])[CH3:39].[CH2:47]([Cl:48])[Cl:49].[CH3:15][NH:16][CH3:17].[CH3:40][N:41]1[CH2:42][CH2:43][O:44][CH2:45][CH2:46]1.[ClH:14].[ClH:28].[OH:18][n:19]1[c:20]2[cH:21][cH:22][cH:23][cH:24][c:25]2[n:26][n:27]1>>[C:1]([c:2]1[cH:3][c:4]([C:5](=[O:6])[N:16]([CH3:15])[CH3:17])[cH:8][cH:9][cH:10]1)(=[O:11])[O:12][CH3:13]. The reactants are CC1=CC=C(C=C1)S(=O)(=O)OC[C@@H](C(C)(C)O)C1=CC(=C(C=C1)OC)Br ((S)-2-(3-bromo-4-methoxyphenyl)-3-hydroxy-3-methylbutyl 4-methylbenzenesulfonate), [N-]=[N+]=[N-].[Na+] (NaN3), CN(C)C=O (DMF). Solvent: CCOC(=O)C.CCCCCC (EtOAc hexane), O (water). Conditions: temperature 60 celsius. Product: BrC=1C=C(C=CC1OC)[C@H]1CNC(OC1(C)C)=O ((S)-5-(3-bromo-4-methoxyphenyl)-6,6-dimethyl-1,3-oxazinan-2-one). As a reaction SMILES: CC1C=CC(S(O[CH2:12][C@H:13]([C:18]2[CH:23]=[CH:22][C:21]([O:24][CH3:25])=[C:20]([Br:26])[CH:19]=2)[C:14]([OH:17])([CH3:16])[CH3:15])(=O)=O)=CC=1.[N-]=[N+]=[N-].[Na+].C[N:32]([CH:34]=[O:35])C>CCOC(C)=O.CCCCCC.O>[Br:26][C:20]1[CH:19]=[C:18]([C@@H:13]2[C:14]([CH3:15])([CH3:16])[O:17][C:34](=[O:35])[NH:32][CH2:12]2)[CH:23]=[CH:22][C:21]=1[O:24][CH3:25] |f:1.2,4.5|. Procedure: To a solution of (S)-2-(3-bromo-4-methoxyphenyl)-3-hydroxy-3-methylbutyl 4-methylbenzenesulfonate (58 mg, 0.13 mmol) in 2 mL DMF was added NaN3 (34 mg, 0.52 mmol). The resulting reaction mixture was heated at 60° C. overnight and was then diluted with 10 mL EtOAc/hexane (1:1) and 10 mL water. The layers were separated. The organics were dried over sodium sulfate, filtered and concentrated. Crude product was purified on Combiflash prepacked silica gel column, eluted with hexane to 40% EtOAc in he... The reactants are NC1C2CN(CC12)CCN1C(COC2=C1C=C(C=C2)C#N)=O (4-[2-(6-Amino-3-azabicyclo[3.1.0]hex-3-yl)ethyl]-3-oxo-3,4-dihydro-2H-1,4-benzoxazine-6-carbonitrile), NC1C2CN(CC12)CCN1C(COC2=C1C=C(C=C2)C#N)=O (4-[2-(6-Amino-3-azabicyclo[3.1.0]hex-3-yl)ethyl]-3-oxo-3,4-dihydro-2H-1,4-benzoxazine-6-carbonitrile), O=C1NC2=C(OC1)C=CC(=N2)C=O (3-oxo-3,4-dihydro-2H-pyrido[3,2-b][1,4]oxazine-6-carbaldehyde), C(#N)[BH3-].[Na+] (sodium cyanoborohydride). The product is O=C1COC2=C(N1CCN1CC3C(C3C1)NCC=1C=CC=3OCC(NC3N1)=O)C=C(C=C2)C#N (3-Oxo-4-[2-(6-{[(3-oxo-3,4-dihydro-2H-pyrido[3,2-b][1,4]oxazin-6-yl)methyl]amino}-3-azabicyclo[3.1.0]hex-3-yl)ethyl]-3,4-dihydro-2H-1,4-benzoxazine-6-carbonitrile). The yield is 6.0%. As a reaction SMILES: [NH2:1][CH:2]1[CH:7]2[CH:3]1[CH2:4][N:5]([CH2:8][CH2:9][N:10]1[C:15]3[CH:16]=[C:17]([C:20]#[N:21])[CH:18]=[CH:19][C:14]=3[O:13][CH2:12][C:11]1=[O:22])[CH2:6]2.[O:23]=[C:24]1[CH2:29][O:28][C:27]2[CH:30]=[CH:31][C:32]([CH:34]=O)=[N:33][C:26]=2[NH:25]1.C([BH3-])#N.[Na+]>>[O:22]=[C:11]1[N:10]([CH2:9][CH2:8][N:5]2[CH2:6][CH:7]3[CH:3]([CH:2]3[NH:1][CH2:34][C:32]3[CH:31]=[CH:30][C:27]4[O:28][CH2:29][C:24](=[O:23])[NH:25][C:26]=4[N:33]=3)[CH2:4]2)[C:15]2[CH:16]=[C:17]([C:20]#[N:21])[CH:18]=[CH:19][C:14]=2[O:13][CH2:12]1 |f:2.3|. Procedure: 4-[2-(6-Amino-3-azabicyclo[3.1.0]hex-3-yl)ethyl]-3-oxo-3,4-dihydro-2H-1,4-benzoxazine-6-carbonitrile (Intermediate 93), 3-oxo-3,4-dihydro-2H-pyrido[3,2-b][1,4]oxazine-6-carbaldehyde (WO 2004/058144) and sodium cyanoborohydride were reacted as described under Example 21 to give the product as an off-white solid in 6% yield. Reactants: COC1=CC=C2CCC(NC2=C1)=O (7-methoxy-3,4-dihydro-1H-quinolin-2-one), B(Br)(Br)Br (BBr3). Solvent: C(Cl)Cl (CH2Cl2). Run at time 48 hour. Yields the product OC1=CC=C2CCC(NC2=C1)=O (7-Hydroxy-3,4-dihydro-1H-quinolin-2-one). Yield: 75.1%. Reaction SMILES: C[O:2][C:3]1[CH:12]=[C:11]2[C:6]([CH2:7][CH2:8][C:9](=[O:13])[NH:10]2)=[CH:5][CH:4]=1.B(Br)(Br)Br>C(Cl)Cl>[OH:2][C:3]1[CH:12]=[C:11]2[C:6]([CH2:7][CH2:8][C:9](=[O:13])[NH:10]2)=[CH:5][CH:4]=1. Procedure details: A solution of 7-methoxy-3,4-dihydro-1H-quinolin-2-one (1.30 g, 7.34 mmol) in CH2Cl2 (100 mL) at 0° C. is treated with BBr3 (14.7 mL, 1.0 M in CH2Cl2) added dropwise. The mixture is stirred for 48 hours at room temperature and then quenched with water dropwise. The suspension is filtered and the solid is rinsed with MeOH (2 mL) and dried under vacuum to obtain the product (0.90 g, 75%). Starting materials: ClC1=CC=CC=2SC(=CC21)C(CC(C(F)(F)F)(O)C2=CC(=CC(=C2)Cl)Cl)=O (1-(4-chlorobenzo[b]thiophen-2-yl)-3-(3,5-dichlorophenyl)-4,4,4-trifluoro-3-hydroxybutan-1-one), O=S(Cl)Cl (SOCl2), N1=CC=CC=C1 (pyridine). Run in C(Cl)Cl (DCM), [NH4+].[Cl-] (NH4Cl). The product is ClC1=CC=CC=2SC(=CC21)C(C=C(C(F)(F)F)C2=CC(=CC(=C2)Cl)Cl)=O (1-(4-chlorobenzo[b]thiophen-2-yl)-3-(3,5-dichlorophenyl)-4,4,4-trifluorobut-2-en-1-one). The yield is 99.2%. Reaction SMILES: [Cl:1][C:2]1[C:10]2[CH:9]=[C:8]([C:11](=[O:27])[CH2:12][C:13]([C:19]3[CH:24]=[C:23]([Cl:25])[CH:22]=[C:21]([Cl:26])[CH:20]=3)(O)[C:14]([F:17])([F:16])[F:15])[S:7][C:6]=2[CH:5]=[CH:4][CH:3]=1.O=S(Cl)Cl.N1C=CC=CC=1>C(Cl)Cl.[NH4+].[Cl-]>[Cl:1][C:2]1[C:10]2[CH:9]=[C:8]([C:11](=[O:27])[CH:12]=[C:13]([C:19]3[CH:24]=[C:23]([Cl:25])[CH:22]=[C:21]([Cl:26])[CH:20]=3)[C:14]([F:15])([F:16])[F:17])[S:7][C:6]=2[CH:5]=[CH:4][CH:3]=1 |f:4.5|. Procedure: Stir a mixture of 1-(4-chlorobenzo[b]thiophen-2-yl)-3-(3,5-dichlorophenyl)-4,4,4-trifluoro-3-hydroxybutan-1-one (1.1 g, crude, 2.43 mmol), SOCl2 (1.16 g, 0.7 mL, 9.43 mmol) and pyridine (384 mg, 0.4 mL, 4.86 mmol) in anhydrous DCM (10 mL) at ambient temperature for overnight. Dilute the mixture with saturated NH4Cl solution and extract the aqueous mixture with DCM (10 mL×3). The combined organic layers are washed with brine, dried over anhydrous Na2SO4 and concentrated under vacuum to afford cru... Starting materials: ClC=1C=CC(=NC1)C(=O)O (5-chloropicolinic acid), NC=1C=C(C(=NC1)F)[C@]1(N=C(O[C@@H](C1)C(F)(F)F)N)CF ((4S,6S)-4-(5-amino-2-fluoropyridin-3-yl)-4-(fluoromethyl)-6-(trifluoromethyl)-5,6-dihydro-4H-1,3-oxazin-2-amine). The product is NC=1O[C@@H](C[C@@](N1)(CF)C=1C=C(C=NC1F)NC(C1=NC=C(C=C1)Cl)=O)C(F)(F)F (N-(5-((4S,6S)-2-amino-4-(fluoromethyl)-6-(trifluoromethyl)-5,6-dihydro-4H-1,3-oxazin-4-yl)-6-fluoropyridin-3-yl)-5-chloropicolinamide). As a reaction SMILES: [Cl:1][C:2]1[CH:3]=[CH:4][C:5]([C:8]([OH:10])=O)=[N:6][CH:7]=1.[NH2:11][C:12]1[CH:13]=[C:14]([C@:19]2([CH2:30][F:31])[CH2:24][C@@H:23]([C:25]([F:28])([F:27])[F:26])[O:22][C:21]([NH2:29])=[N:20]2)[C:15]([F:18])=[N:16][CH:17]=1>>[NH2:29][C:21]1[O:22][C@H:23]([C:25]([F:26])([F:28])[F:27])[CH2:24][C@:19]([C:14]2[CH:13]=[C:12]([NH:11][C:8](=[O:10])[C:5]3[CH:4]=[CH:3][C:2]([Cl:1])=[CH:7][N:6]=3)[CH:17]=[N:16][C:15]=2[F:18])([CH2:30][F:31])[N:20]=1. Reported procedure: The title compound was synthesized using procedures analogous to those described in Method H Step 2 (Example 66) above, but using 5-chloropicolinic acid and (4S,6S)-4-(5-amino-2-fluoropyridin-3-yl)-4-(fluoromethyl)-6-(trifluoromethyl)-5,6-dihydro-4H-1,3-oxazin-2-amine (12k, as described in Example 138, method S). MS m/z=449.9 [M+H]+. Calculated for C17H13ClF5N5O2: 449.8